The task is: describe an organic reaction: reactants, conditions, products, and yield. This data is from the Open Reaction Database (ORD), a public repository of structured organic reaction records. Starting materials: C(C)OC(=O)C=1C=2N(C=CC1)C(=NC2)C2=CC=C(C=C2)F (3-(4-fluorophenyl)-imidazo[1,5-a]pyridine-8-carboxylic acid ethyl ester), [OH-].[K+] (potassium hydroxide). Run in CO (methanol), O (water). Yields the product FC1=CC=C(C=C1)C1=NC=C2N1C=CC=C2C(=O)O (3-(4-Fluorophenyl)-imidazo[1,5-a]pyridine-8-carboxylic acid). RXN SMILES: C([O:3][C:4]([C:6]1[C:7]2[N:8]([C:12]([C:15]3[CH:20]=[CH:19][C:18]([F:21])=[CH:17][CH:16]=3)=[N:13][CH:14]=2)[CH:9]=[CH:10][CH:11]=1)=[O:5])C.[OH-].[K+]>CO.O>[F:21][C:18]1[CH:17]=[CH:16][C:15]([C:12]2[N:8]3[CH:9]=[CH:10][CH:11]=[C:6]([C:4]([OH:5])=[O:3])[C:7]3=[CH:14][N:13]=2)=[CH:20][CH:19]=1 |f:1.2|. Reported procedure: To a solution of 3-(4-fluorophenyl)-imidazo[1,5-a]pyridine-8-carboxylic acid ethyl ester (290 mg, 1.0 mmol) in methanol (20 mL) is added a solution of 85% potassium hydroxide pellets (0.300 g, 3.92 mmol) in water (5.0 mL). The reaction mixture is warmed at reflux for 5 minutes, cooled to room temperature and concentrated in vacuo to remove excess methanol. The mixture is acidified to pH 4 with 1 N aqueous HCl and the resulting precipitate is collected by filtration, washed with water and dried t... Run in C(Cl)Cl (methylene chloride). Reported procedure: 0.82 g of pyridinium p-toluenesulfonate was added to a solution of 6.3 g of 1-(1-naphthyl)-2-[2-(p-toluenesulfonyloxy)ethoxy]ethanol and 2.97 ml of 3,4-dihydro-2H-pyran dissolved in 63 ml of methylene chloride at room temperature. The resulting mixture was stirred at the same temperature for 20 minutes and further at 35°-40° C. for 10 minutes. The reaction mixture was cooled, washed with water, and dried over anhydrous magnesium sulfate. The solvent was removed by distillation under reduced pres... Yields the product C1(=CC=CC2=CC=CC=C12)C(COCCOS(=O)(=O)C1=CC=C(C=C1)C)OC1OCCCC1 (1-(1-naphthyl)-1-(tetrahydropyran-2-yloxy)-2-[2-(p-toluenesulfonyloxy)ethoxy]ethane). The reactants are C1(=CC=C(C=C1)S(=O)(=O)[O-])C.[NH+]1=CC=CC=C1 (pyridinium p-toluenesulfonate), C1(=CC=CC2=CC=CC=C12)C(COCCOS(=O)(=O)C1=CC=C(C=C1)C)O (1-(1-naphthyl)-2-[2-(p-toluenesulfonyloxy)ethoxy]ethanol), O1CCCC=C1 (3,4-dihydro-2H-pyran). RXN SMILES: C1(C)C=CC(S([O-])(=O)=O)=CC=1.[NH+]1C=CC=CC=1.[C:18]1([CH:28]([OH:44])[CH2:29][O:30][CH2:31][CH2:32][O:33][S:34]([C:37]2[CH:42]=[CH:41][C:40]([CH3:43])=[CH:39][CH:38]=2)(=[O:36])=[O:35])[C:27]2[C:22](=[CH:23][CH:24]=[CH:25][CH:26]=2)[CH:21]=[CH:20][CH:19]=1.[O:45]1[CH:50]=[CH:49][CH2:48][CH2:47][CH2:46]1>C(Cl)Cl>[C:18]1([CH:28]([O:44][CH:46]2[CH2:47][CH2:48][CH2:49][CH2:50][O:45]2)[CH2:29][O:30][CH2:31][CH2:32][O:33][S:34]([C:37]2[CH:42]=[CH:41][C:40]([CH3:43])=[CH:39][CH:38]=2)(=[O:35])=[O:36])[C:27]2[C:22](=[CH:23][CH:24]=[CH:25][CH:26]=2)[CH:21]=[CH:20][CH:19]=1 |f:0.1|. Run at time 10 minute. Starting materials: BrCCCCCCO (6-bromohexanol), BrCCCCCCO (6-bromohexanol), C#CCC\C=C\CCCC.[Li] (lithium (E)-5-decen-1-yne), N (ammonia). The product is C(CCCCCC#CCC\C=C\CCCC)O ((E)-11-hexadecen-7-yne-1-ol). As a reaction SMILES: Br[CH2:2][CH2:3][CH2:4][CH2:5][CH2:6][CH2:7][OH:8].[CH:9]#[C:10][CH2:11][CH2:12]/[CH:13]=[CH:14]/[CH2:15][CH2:16][CH2:17][CH3:18].[Li].N>>[CH2:7]([OH:8])[CH2:6][CH2:5][CH2:4][CH2:3][CH2:2][C:9]#[C:10][CH2:11][CH2:12]/[CH:13]=[CH:14]/[CH2:15][CH2:16][CH2:17][CH3:18] |f:1.2,^1:18|. Reported procedure: The use of a protected derivative of 6-bromohexanol can be avoided. Thus, an excess of lithium (E)-5-decen-1-yne in liquid ammonia is used and allowed to react directly with 6-bromohexanol to give (E)-11-hexadecen-7-yne-1-ol, bp 134°-136°/1 mm, nD21 1,4755. Acetylation converts the alcohol to the above acetate. Starting materials: CCCC[N+](CCCC)(CCCC)CCCC, Cc1ccccc1, CC(C)O, CC(C)Oc1nc(Cl)nc(N2C(C)(C)CCCC2(C)C)n1, [K+], [OH-], O, O=S(=O)([O-])O. The product is CC(C)Oc1nc(OC(C)C)nc(N2C(C)(C)CCCC2(C)C)n1. As a reaction SMILES: [CH2:33]([N+:34]([CH2:35][CH2:36][CH2:37][CH3:38])([CH2:39][CH2:40][CH2:41][CH3:42])[CH2:43][CH2:44][CH2:45][CH3:46])[CH2:47][CH2:48][CH3:49].[CH3:50][c:51]1[cH:52][cH:53][cH:54][cH:55][cH:56]1.[CH:24]([CH3:25])([CH3:26])[OH:27].[Cl:1][c:2]1[n:3][c:4]([N:12]2[C:13]([CH3:20])([CH3:21])[CH2:14][CH2:15][CH2:16][C:17]2([CH3:18])[CH3:19])[n:5][c:6]([O:8][CH:9]([CH3:10])[CH3:11])[n:7]1.[K+:23].[OH-:22].[OH2:57].[S:28]([O-:29])([OH:30])(=[O:31])=[O:32]>>[c:2]1([O:27][CH:24]([CH3:25])[CH3:26])[n:3][c:4]([N:12]2[C:13]([CH3:20])([CH3:21])[CH2:14][CH2:15][CH2:16][C:17]2([CH3:18])[CH3:19])[n:5][c:6]([O:8][CH:9]([CH3:10])[CH3:11])[n:7]1. Reactants: [OH-].[K+] (potassium hydroxide), [OH-].[Na+] (NaOH), C(C)(C)(C)OO (t-butylhydroperoxide), C(C)(C)(C)N=NC(C)(CC(C)C)Cl (2-t-butylazo-2-chloro-4-methylpentane), Ice water, [Cl-].[K+] (potassium chloride). Run in O (water), O (water). Conditions: temperature 15 celsius, time 20 minute. Product: C(C)(C)(C)N=NC(C)(CC(C)C)OOC(C)(C)C (2-t-butylazo-2-(t-butylperoxy)-4-methylpentane). The yield is 88.4%. Reaction SMILES: [OH-].[K+].[C:3]([O:7][OH:8])([CH3:6])([CH3:5])[CH3:4].[C:9]([N:13]=[N:14][C:15](Cl)([CH2:17][CH:18]([CH3:20])[CH3:19])[CH3:16])([CH3:12])([CH3:11])[CH3:10].[OH-].[Na+].[Cl-].[K+]>O>[C:9]([N:13]=[N:14][C:15]([O:8][O:7][C:3]([CH3:6])([CH3:5])[CH3:4])([CH2:17][CH:18]([CH3:20])[CH3:19])[CH3:16])([CH3:12])([CH3:11])[CH3:10] |f:0.1,4.5,6.7|. Procedure: To a solution of 36.2 grams (0.55 moles) of 85% potassium hydroxide in 75 ml. of water, cooled to 15° C in a 2 liter jacketed reactor was added 70 grams (0.70 moles) of 90% t-butylhydroperoxide slowly and with rapid stirring. The temperature was held at 20°-25° C by the rate of addition and by circulating 15° C water through the reactor jacket. After the addition was complete, the reaction was stirred for 20 minutes at 15° C and then 102 grams (0.5 moles) of 2-t-butylazo-2-chloro-4-methylpentane... Product: CC=1C(=CC=2C(CCC(C2C1)(C)C)(C)C)/C=C/C(=O)OC1=C(C(=O)O)C=CC=C1 ((E)-2-[3-(3,5,5,8,8-Pentamethyl-5.6,7,8-tetrahydro-2-naphthyl) acryloyloxy]benzoic acid). Reported procedure: 117 mg (4.9 mmol) of sodium hydride (80% in oil) and 15 ml of THF are introduced into a round-bottomed flask under a stream of nitrogen. 540 μl (3.6 mmol) of diethyl malonate are then added dropwise and the mixture is stirred until the evolution of gas has ceased. This solution is introduced dropwise into a mixture of 1.4 g (3.24 mmol) of allyl (E)-2-[3-(3,5,5,8,8-pentamethyl-5,6,7,8-tetrahydro-2-naphthyl)acryloyloxy]benzoate, 20 ml of THF and 187 mg of tetrakis(triphenylphosphine)palladium(0) a... The reactants are CC=1C(=CC=2C(CCC(C2C1)(C)C)(C)C)/C=C/C(=O)OC1=C(C(=O)OCC=C)C=CC=C1 (allyl (E)-2-[3-(3,5,5,8,8-pentamethyl-5,6,7,8-tetrahydro-2-naphthyl)acryloyloxy]benzoate), C1CCOC1 (THF), [H-].[Na+] (sodium hydride), C1CCOC1 (THF), C(CC(=O)OCC)(=O)OCC (diethyl malonate). RXN SMILES: [H-].[Na+].C1COCC1.C(OCC)(=O)CC(OCC)=O.[CH3:19][C:20]1[C:21](/[CH:34]=[CH:35]/[C:36]([O:38][C:39]2[CH:50]=[CH:49][CH:48]=[CH:47][C:40]=2[C:41]([O:43]CC=C)=[O:42])=[O:37])=[CH:22][C:23]2[C:24]([CH3:33])([CH3:32])[CH2:25][CH2:26][C:27]([CH3:31])([CH3:30])[C:28]=2[CH:29]=1>C1C=CC([P]([Pd]([P](C2C=CC=CC=2)(C2C=CC=CC=2)C2C=CC=CC=2)([P](C2C=CC=CC=2)(C2C=CC=CC=2)C2C=CC=CC=2)[P](C2C=CC=CC=2)(C2C=CC=CC=2)C2C=CC=CC=2)(C2C=CC=CC=2)C2C=CC=CC=2)=CC=1.O>[CH3:19][C:20]1[C:21](/[CH:34]=[CH:35]/[C:36]([O:38][C:39]2[CH:50]=[CH:49][CH:48]=[CH:47][C:40]=2[C:41]([OH:43])=[O:42])=[O:37])=[CH:22][C:23]2[C:24]([CH3:33])([CH3:32])[CH2:25][CH2:26][C:27]([CH3:30])([CH3:31])[C:28]=2[CH:29]=1 |f:0.1,^1:54,56,75,94|. Solvent: O (water). The reagents and catalysts are C=1C=CC(=CC1)[P](C=2C=CC=CC2)(C=3C=CC=CC3)[Pd]([P](C=4C=CC=CC4)(C=5C=CC=CC5)C=6C=CC=CC6)([P](C=7C=CC=CC7)(C=8C=CC=CC8)C=9C=CC=CC9)[P](C=1C=CC=CC1)(C=1C=CC=CC1)C=1C=CC=CC1 (tetrakis(triphenylphosphine)palladium(0)). Starting materials: ClC1=NC=C(C=C1)OC (2-chloro-5-methoxypyridine), O.NN (hydrazine monohydrate). Yields the product N(N)C1=NC=C(C=C1)OC (2-Hydrazino-5-methoxypyridine). Reaction SMILES: Cl[C:2]1[CH:7]=[CH:6][C:5]([O:8][CH3:9])=[CH:4][N:3]=1.O.[NH2:11][NH2:12]>>[NH:11]([C:2]1[CH:7]=[CH:6][C:5]([O:8][CH3:9])=[CH:4][N:3]=1)[NH2:12] |f:1.2|. Procedure details: The above-obtained 2-chloro-5-methoxypyridine (4.0 g) in hydrazine monohydrate (30 mL) was stirred at 100° C. for 24 hours, and then cooled in air. The reaction solvent was removed under reduced pressure, and the residue was partitioned by use of chloroform and aqueous 1N sodium hydroxide. The organic layer was dried over magnesium sulfate anhydrate, followed by filtration. The solvent was removed under reduced pressure, to thereby give 2-hydrazino-5-methoxypyridine as an oily product (705 mg, 1... Yields the product N#Cc1ncccc1S. RXN SMILES: [CH3:10][S-:11].[CH3:13][N:14]1[CH2:15][CH2:16][CH2:17][C:18]1=[O:19].[Cl:1][c:2]1[c:3]([C:8]#[N:9])[n:4][cH:5][cH:6][cH:7]1.[Na+:12]>>[c:2]1([SH:11])[c:3]([C:8]#[N:9])[n:4][cH:5][cH:6][cH:7]1. Reactants: C[S-], CN1CCCC1=O, N#Cc1ncccc1Cl, [Na+]. Starting materials: CC(C)(C)CC=O, COc1ccc(C(=O)N(C)C2CN(C(=O)C3CCNCC3)CC2c2ccc(Cl)cc2)cc1C(F)(F)F. Product: COc1ccc(C(=O)N(C)C2CN(C(=O)C3CCN(CCC(C)(C)C)CC3)CC2c2ccc(Cl)cc2)cc1C(F)(F)F. Reaction SMILES: [CH3:37][C:38]([CH2:39][CH:40]=[O:41])([CH3:42])[CH3:43].[Cl:1][c:2]1[cH:3][cH:4][c:5]([CH:8]2[CH:9]([N:21]([C:22]([c:23]3[cH:24][c:25]([C:31]([F:32])([F:33])[F:34])[c:26]([O:29][CH3:30])[cH:27][cH:28]3)=[O:35])[CH3:36])[CH2:10][N:11]([C:13](=[O:14])[CH:15]3[CH2:16][CH2:17][NH:18][CH2:19][CH2:20]3)[CH2:12]2)[cH:6][cH:7]1>>[Cl:1][c:2]1[cH:3][cH:4][c:5]([CH:8]2[CH:9]([N:21]([C:22]([c:23]3[cH:24][c:25]([C:31]([F:32])([F:33])[F:34])[c:26]([O:29][CH3:30])[cH:27][cH:28]3)=[O:35])[CH3:36])[CH2:10][N:11]([C:13](=[O:14])[CH:15]3[CH2:16][CH2:17][N:18]([CH2:40][CH2:39][C:38]([CH3:37])([CH3:42])[CH3:43])[CH2:19][CH2:20]3)[CH2:12]2)[cH:6][cH:7]1. Starting materials: C[Si](C)(C)Cl (trimethylsilyl chloride), resultant mixture, BrC=1C2C3=CC=C(C=C3C(C1)O2)C(F)(F)F (2-Bromo-6-(trifluoromethyl)-1,4-dihydro-1,4-epoxynaphthalene), [I-].[Na+] (sodium iodide). Run in C(C)#N (acetonitrile), hexanes. Yields the product BrC1=CC2=CC=C(C=C2C=C1)C(F)(F)F (2-bromo-6-(trifluoromethyl)naphthalene). Reaction SMILES: [Br:1][C:2]1[CH:3]2O[CH:10]([CH:11]=1)[C:9]1[C:4]2=[CH:5][CH:6]=[C:7]([C:13]([F:16])([F:15])[F:14])[CH:8]=1.[I-].[Na+].C[Si](Cl)(C)C>C(#N)C>[Br:1][C:2]1[CH:11]=[CH:10][C:9]2[C:4](=[CH:5][CH:6]=[C:7]([C:13]([F:14])([F:15])[F:16])[CH:8]=2)[CH:3]=1 |f:1.2|. Procedure details: 2-Bromo-6-(trifluoromethyl)-1,4-dihydro-1,4-epoxynaphthalene (624 mg, 2.14 mmol) and sodium iodide (980 mg, 6.54 mmol) were dissolved in 13 mL of dry acetonitrile and trimethylsilyl chloride (0.823 mL, 6.54 mmol) added. The resultant mixture was stirred at ambient temperature for 3.5 h, poured into hexanes, and the organic layer washed successively with two portions of water and one portion of brine. The organic layer was dried over magnesium sulfate, concentrated in vacuo, and the residue purif...